This data is from the Open Reaction Database (ORD), a public repository of structured organic reaction records. The task is: describe an organic reaction: reactants, conditions, products, and yield Reactants: CO (methanol), C1=CC=CC2=CC3=CC=CC=C3C=C12 (anthracene), [Ce] (cerium). Run in COCCOC (DME). Product: C1=CC=CC=2CC3=CC=CC=C3CC12 (9,10-dihydroanthracene). Isolated yield 59.0%. As a reaction SMILES: [CH:1]1[C:14]2[C:5](=[CH:6][C:7]3[C:12]([CH:13]=2)=[CH:11][CH:10]=[CH:9][CH:8]=3)[CH:4]=[CH:3][CH:2]=1.[Ce].CO>COCCOC>[CH:4]1[C:5]2[CH2:6][C:7]3[C:12](=[CH:11][CH:10]=[CH:9][CH:8]=3)[CH2:13][C:14]=2[CH:1]=[CH:2][CH:3]=1. Reported procedure: 1.14 mmole of anthracene is reacted with 4.57 m atoms of cerium as powder in 7.5 ml of DME in the conditions of example 9 with application of ultrasound, thus producing anthracenecerium. After action of a methanol excess and the usual treatment, 9,10-dihydroanthracene was isolated with a yield of 59%. Reactants: C1CCOC1, CS(=O)(=O)Cl, Cc1cccc(C)c1N1CC(C(=O)O)(C(C)C)CC1=O, CCN(C(C)C)C(C)C, ClCCl, Cl, Nc1cc(C(F)(F)F)cc(C(F)(F)F)c1. Product: Cc1cccc(C)c1N1CC(C(=O)Nc2cc(C(F)(F)F)cc(C(F)(F)F)c2)(C(C)C)CC1=O. As a reaction SMILES: [CH2:51]1[O:52][CH2:53][CH2:54][CH2:55]1.[CH3:1][S:2](=[O:3])(=[O:4])[Cl:5].[CH3:6][c:7]1[c:8]([N:14]2[CH2:15][C:16]([C:20](=[O:21])[OH:22])([CH:23]([CH3:24])[CH3:25])[CH2:17][C:18]2=[O:19])[c:9]([CH3:13])[cH:10][cH:11][cH:12]1.[CH:26]([N:27]([CH2:28][CH3:29])[CH:30]([CH3:31])[CH3:32])([CH3:33])[CH3:34].[Cl:56][CH2:57][Cl:58].[ClH:50].[F:35][C:36]([c:37]1[cH:38][c:39]([NH2:40])[cH:41][c:42]([C:44]([F:45])([F:46])[F:47])[cH:43]1)([F:48])[F:49]>>[CH3:6][c:7]1[c:8]([N:14]2[CH2:15][C:16]([C:20](=[O:22])[NH:40][c:39]3[cH:38][c:37]([C:36]([F:35])([F:48])[F:49])[cH:43][c:42]([C:44]([F:45])([F:46])[F:47])[cH:41]3)([CH:23]([CH3:24])[CH3:25])[CH2:17][C:18]2=[O:19])[c:9]([CH3:13])[cH:10][cH:11][cH:12]1. Starting materials: O=C(O)c1ccc(Br)cn1, CC(C)(C)OC(=O)NC1=NC(C)(c2cccc(N)c2)COC1(C)C(F)(F)F, ClCCCl, CCN(C(C)C)C(C)C, CN(C)C=O, On1nnc2cccnc21. Product: CC(C)(C)OC(=O)NC1=NC(C)(c2cccc(NC(=O)c3ccc(Br)cn3)c2)COC1(C)C(F)(F)F. Reaction SMILES: [Br:28][c:29]1[cH:30][cH:31][c:32]([C:35](=[O:36])[OH:37])[n:33][cH:34]1.[C:1]([CH3:2])([CH3:3])([CH3:4])[O:5][C:6]([NH:7][C:8]1=[N:13][C:12]([CH3:14])([c:15]2[cH:16][c:17]([NH2:21])[cH:18][cH:19][cH:20]2)[CH2:11][O:10][C:9]1([C:22]([F:23])([F:24])[F:25])[CH3:26])=[O:27].[CH2:38]([Cl:39])[CH2:40][Cl:41].[CH:52]([N:53]([CH2:54][CH3:55])[CH:56]([CH3:57])[CH3:58])([CH3:59])[CH3:60].[O:61]=[CH:62][N:63]([CH3:64])[CH3:65].[OH:42][n:43]1[c:44]2[n:45][cH:46][cH:47][cH:48][c:49]2[n:50][n:51]1>>[C:1]([CH3:2])([CH3:3])([CH3:4])[O:5][C:6]([NH:7][C:8]1=[N:13][C:12]([CH3:14])([c:15]2[cH:16][c:17]([NH:21][C:35]([c:32]3[cH:31][cH:30][c:29]([Br:28])[cH:34][n:33]3)=[O:36])[cH:18][cH:19][cH:20]2)[CH2:11][O:10][C:9]1([C:22]([F:23])([F:24])[F:25])[CH3:26])=[O:27]. Starting materials: NC1=CC=CC=C1 (Aniline), C(N)(OCC1C2=C(C=C(C=C2N2CC3NC3C1(O2)O)C=O)O)=O (4-Formyl-6,9-dihydroxy-14-oxa-1,11-diazatetracyclo[7.4.1.02,7.010,12 ]-tetradeca-2,4,6-trien-8-ylmethyl carbamate), C(N)(OCC1C2=C(C=C(C=C2N2CC3NC3C1(O2)O)C=NC2=CC=CC=C2)O)=O (6,9-dihydroxy-4-phenyliminomethyl-14-oxa-1,11-diazatetracyclo[7.4.1.02,7.010,12 ]tetradeca-2,4,6-trien-8-ylmethyl carbamate). The reagents and catalysts are [Pd] (Palladium on carbon). Solvent: CO (methanol). Conditions: time 3 hour. Product: C(N)(OCC1C2=C(C=C(C=C2N2CC3NC3C1(O2)O)CNC2=CC=CC=C2)O)=O (4-anilinomethyl-6,9-dihydroxy-14-oxa-1,11-diazatetracyclo[7.4.1.02,7.010,12 ]tetradeca-2,4,6-trien-8-ylmethyl carbamate). RXN SMILES: C(=O)(OCC1C2(O)ON(CC3C2N3)C2C1=C(O)C=C(C=O)C=2)N.NC1C=CC=CC=1.[C:31](=[O:59])([O:33][CH2:34][CH:35]1[C:47]2([OH:49])[O:48][N:42]([CH2:43][CH:44]3[CH:46]2[NH:45]3)[C:41]2[C:36]1=[C:37]([OH:58])[CH:38]=[C:39]([CH:50]=[N:51][C:52]1[CH:57]=[CH:56][CH:55]=[CH:54][CH:53]=1)[CH:40]=2)[NH2:32]>CO.[Pd]>[C:31](=[O:59])([O:33][CH2:34][CH:35]1[C:47]2([OH:49])[O:48][N:42]([CH2:43][CH:44]3[CH:46]2[NH:45]3)[C:41]2[C:36]1=[C:37]([OH:58])[CH:38]=[C:39]([CH2:50][NH:51][C:52]1[CH:53]=[CH:54][CH:55]=[CH:56][CH:57]=1)[CH:40]=2)[NH2:32]. Procedure details: 4-Formyl-6,9-dihydroxy-14-oxa-1,11-diazatetracyclo[7.4.1.02,7.010,12 ]-tetradeca-2,4,6-trien-8-ylmethyl carbamate (50 mg) was dissolved in methanol (5 ml). Aniline (0.05 ml) was added to this solution and the mixture was allowed to stand at room temperature for 3 hours to give a solution containing 6,9-dihydroxy-4-phenyliminomethyl-14-oxa-1,11-diazatetracyclo[7.4.1.02,7.010,12 ]tetradeca-2,4,6-trien-8-ylmethyl carbamate. 10% Palladium on carbon (100 mg) was added to the solution, and the mixture... Starting materials: CO, [Na+], COC(=O)c1cc2ccc(OC)cc2n(CCN2CCC(NCc3ccc4c(c3)OCCO4)CC2)c1=O, [OH-], O. Product: COc1ccc2cc(C(=O)O)c(=O)n(CCN3CCC(NCc4ccc5c(c4)OCCO5)CC3)c2c1. As a reaction SMILES: [CH3:1][OH:2].[Na+:41].[O:3]1[CH2:4][CH2:5][O:6][c:7]2[c:8]1[cH:9][cH:10][c:11]([CH2:13][NH:14][CH:15]1[CH2:16][CH2:17][N:18]([CH2:21][CH2:22][n:23]3[c:24](=[O:39])[c:25]([C:35](=[O:36])[O:37][CH3:38])[cH:26][c:27]4[cH:28][cH:29][c:30]([O:33][CH3:34])[cH:31][c:32]34)[CH2:19][CH2:20]1)[cH:12]2.[OH-:40].[OH2:42]>>[O:3]1[CH2:4][CH2:5][O:6][c:7]2[c:8]1[cH:9][cH:10][c:11]([CH2:13][NH:14][CH:15]1[CH2:16][CH2:17][N:18]([CH2:21][CH2:22][n:23]3[c:24](=[O:39])[c:25]([C:35](=[O:36])[OH:37])[cH:26][c:27]4[cH:28][cH:29][c:30]([O:33][CH3:34])[cH:31][c:32]34)[CH2:19][CH2:20]1)[cH:12]2. Reactants: COC(=O)C(N)C(CC(F)(F)F)CC(F)(F)F, O=S(=O)(Cl)c1ccc(Cl)cc1, ClCCl, c1ccncc1. Yields the product COC(=O)C(NS(=O)(=O)c1ccc(Cl)cc1)C(CC(F)(F)F)CC(F)(F)F. Reaction SMILES: [CH3:12][O:13][C:14]([CH:15]([CH:16]([CH2:17][C:18]([F:19])([F:20])[F:21])[CH2:22][C:23]([F:24])([F:25])[F:26])[NH2:27])=[O:28].[Cl:1][c:2]1[cH:3][cH:4][c:5]([S:8](=[O:9])(=[O:10])[Cl:11])[cH:6][cH:7]1.[Cl:35][CH2:36][Cl:37].[cH:29]1[cH:30][cH:31][n:32][cH:33][cH:34]1>>[Cl:1][c:2]1[cH:3][cH:4][c:5]([S:8](=[O:9])(=[O:10])[NH:27][CH:15]([C:14]([O:13][CH3:12])=[O:28])[CH:16]([CH2:17][C:18]([F:19])([F:20])[F:21])[CH2:22][C:23]([F:24])([F:25])[F:26])[cH:6][cH:7]1. Starting materials: C(CCC)N1CCCC1 (N-butyl-pyrrolidine), FC(C(F)(F)F)(F)P(OC)(=O)C(C(F)(F)F)(F)F (Methyl bis(pentafluoroethyl)phosphinate), P(=O)(C(F)(F)C(F)(F)F)(C(F)(F)C(F)(F)F)OC ((C2F5)2P(O)OCH3). The solvent is CCCCCC (n-hexane). Conditions: time 16.5 hour. Yields the product FC(C(F)(F)F)(F)P([O-])(=O)C(C(F)(F)F)(F)F.C(CCC)[N+]1(CCCC1)C (N-Butyl-N-methylpyrrolidinium bis(pentafluoroethyl)phosphinate), [BMPL][(C2F5)2P(O)O]. Yield: 96.0%. As a reaction SMILES: [F:1][C:2]([P:8]([C:12]([F:18])([F:17])[C:13]([F:16])([F:15])[F:14])(=[O:11])[O:9]C)([F:7])[C:3]([F:6])([F:5])[F:4].[CH2:19]([N:23]1[CH2:27][CH2:26][CH2:25][CH2:24]1)[CH2:20][CH2:21][CH3:22]>CCCCCC>[F:7][C:2]([P:8]([C:12]([F:17])([F:18])[C:13]([F:16])([F:15])[F:14])(=[O:9])[O-:11])([F:1])[C:3]([F:6])([F:5])[F:4].[CH2:19]([N+:23]1([CH3:2])[CH2:27][CH2:26][CH2:25][CH2:24]1)[CH2:20][CH2:21][CH3:22] |f:3.4|. Reported procedure: Methyl bis(pentafluoroethyl)phosphinate, (C2F5)2P(O)OCH3, (3.67 g; 11.6 mmol) is slowly added dropwise to dry and cooled (0° C.) N-butyl-pyrrolidine (1.38 g; 11.2 mmol) (exothermic) in a 25 ml glass flask. A pale-yellow solid forms. The reaction mixture is warmed to room temperature, diluted with 10 ml of n-hexane and stirred for 16.5 h. The readily volatile constituents are removed in vacuo (10−3 mbar) at room temperature. N-Butyl-N-methylpyrrolidinium bis(pentafluoroethyl)phosphinate, [BMPL][(... The reactants are N(=[N+]=[N-])CCCO (3-azidopropanol), [H-].[Na+] (NaH), N[C@@H](CC1=CC=C2C=CC=CC2=C1)C(=O)O (Nal), ClCC(=O)[O-].[Na+] (sodium chloroacetate), N(=[N+]=[N-])CCCO (3-azidopropanol). Reagents/catalysts: [Br-].C(CCC)[N+](CCCC)(CCCC)CCCC (tetrabutylammonium bromide). Run in C1CCOC1 (THF), C1CCOC1 (THF). Yields the product N(=[N+]=[N-])CCCOCC(=O)O ((3-Azidopropyl)oxyacetic Acid). Yield: 574.0%. Reaction SMILES: [N:1]([CH2:4][CH2:5][CH2:6][OH:7])=[N+:2]=[N-:3].[H-].[Na+].N[C@H:11]([C:23]([OH:25])=[O:24])CC1C=C2C(C=CC=C2)=CC=1.ClCC([O-])=O.[Na+]>C1COCC1.[Br-].C([N+](CCCC)(CCCC)CCCC)CCC>[N:1]([CH2:4][CH2:5][CH2:6][O:7][CH2:11][C:23]([OH:25])=[O:24])=[N+:2]=[N-:3] |f:1.2,4.5,7.8|. Procedure: A solution of 3-azidopropanol (70.1 g, 0.693 mol) in 100 mL of THF was added dropwise, in a period of 1.5 hours, to a mechanically stirred suspension of NaH (60% in mineral oil, 30.5 g, 0.763 mol) in 250 mL of THF. During the addition of 3-azidopropanol, a gentle reflux was maintained. This was followed by addition of solid Nal (10.4 g, 69.3 mmol), and tetrabutylammonium bromide (22.3 g, 69.3 mmol), and sodium chloroacetate (88.8 g, 0.763 mol). The reaction mixture was heated at reflux temperatu...